From a dataset of the Open Reaction Database (ORD), a public repository of structured organic reaction records. describe an organic reaction: reactants, conditions, products, and yield Starting materials: C(C)C1=C(C(=CC=C1)O)[N+](=O)[O-] (2-ethyl-6-hydroxy-1-nitrobenzene), CC(=O)C (acetone), C(C=C)Br (allyl bromide), C([O-])([O-])=O.[K+].[K+] (potassium carbonate). Reagents/catalysts: [I-].[Na+] (sodium iodide). Solvent: CCOCC (ether). Product: C(C=C)OC1=C(C(=CC=C1)CC)[N+](=O)[O-] (2-Allyloxy-6-ethyl-1-nitrobenzene). Isolated yield 97.6%. Reaction SMILES: [CH2:1]([C:3]1[CH:8]=[CH:7][CH:6]=[C:5]([OH:9])[C:4]=1[N+:10]([O-:12])=[O:11])[CH3:2].[CH2:13](Br)[CH:14]=[CH2:15].C(=O)([O-])[O-].[K+].[K+].CC(C)=O>CCOCC.[I-].[Na+]>[CH2:15]([O:9][C:5]1[CH:6]=[CH:7][CH:8]=[C:3]([CH2:1][CH3:2])[C:4]=1[N+:10]([O-:12])=[O:11])[CH:14]=[CH2:13] |f:2.3.4,7.8|. Procedure details: A mixture consisted of 3.15 g (18.2 mmol) of 2-ethyl-6-hydroxy-1-nitrobenzene, 4.44 g (36.7 mmol) of allyl bromide, 2.70 g (19.5 mmol) of potassium carbonate, 262 mg (1.75 mmol) of sodium iodide and 30 ml of acetone was heated under refluxing for 2 hours. After cooling, the reaction mixture was diluted with ether and the diluted mixture was filtered to remove inorganic substances. The filtrate was concentrated and the concentrate was purified by column chromatography through 150 g of silica gel ... Reactants: C(#CCCC)C=1C(NC(N([C@H]2C[C@H](O)[C@@H](CO)O2)C1)=O)=O (5-(1-pentynyl)-2'-deoxyuridine). The reagents and catalysts are [Pd] (Pd on charcoal). The solvent is CO (MeOH). Conditions: time 14 hour. Product: C(CCCC)C=1C(NC(N([C@H]2C[C@H](O)[C@@H](CO)O2)C1)=O)=O (5-Pentyl-2'-deoxyuridine). Reaction SMILES: [C:1]([C:6]1[C:7](=[O:21])[NH:8][C:9](=[O:20])[N:10]([CH:19]=1)[C@@H:11]1[O:18][C@H:15]([CH2:16][OH:17])[C@@H:13]([OH:14])[CH2:12]1)#[C:2][CH2:3][CH2:4][CH3:5]>CO.[Pd]>[CH2:1]([C:6]1[C:7](=[O:21])[NH:8][C:9](=[O:20])[N:10]([CH:19]=1)[C@@H:11]1[O:18][C@H:15]([CH2:16][OH:17])[C@@H:13]([OH:14])[CH2:12]1)[CH2:2][CH2:3][CH2:4][CH3:5]. Reported procedure: To a solution of 1.03 g (3.50 mmol) of 5-(1-pentynyl)-2'-deoxyuridine in 25 mL of MeOH was added a catalytic amount of 10% Pd on charcoal. The mixture was hydrogenated under 300 psi of H2 for 14 h at room temperature. The mixture was filtered through Celite and concentrated, affording a quantitative yield of product.